Dataset: the Open Reaction Database (ORD), a public repository of structured organic reaction records. Task: describe an organic reaction: reactants, conditions, products, and yield Starting materials: C1=CC=CC2=C1N=C1C2=CC=C2C3=CC=CC=C3N=C12 (indolo[2,3-a]carbazole), N1=CC=CC2=CC=CC=C12 (quinoline), IC1=CC=CC=C1 (iodobenzene), C([O-])([O-])=O.[K+].[K+] (potassium carbonate). The reagents and catalysts are [Cu](I)I (copper iodide). Solvent: ClCCl (dichloromethane), O (water). Conditions: temperature 190 celsius, time 72 hour. Product: C1(=CC=CC=C1)N1C2=CC=CC=C2C2=CC=C3C(=C12)NC=1C=CC=CC13 (11-phenylindolo[2,3-a]carbazole). Isolated yield 40.6%. RXN SMILES: [CH:1]1[C:6]2[N:7]=[C:8]3[C:20]4[C:12]([C:13]5[C:18]([N:19]=4)=[CH:17][CH:16]=[CH:15][CH:14]=5)=[CH:11][CH:10]=[C:9]3[C:5]=2[CH:4]=[CH:3][CH:2]=1.I[C:22]1[CH:27]=[CH:26][CH:25]=[CH:24][CH:23]=1.C(=O)([O-])[O-].[K+].[K+].N1C2C(=CC=CC=2)C=CC=1>[Cu](I)I.ClCCl.O>[C:22]1([N:7]2[C:8]3[C:9](=[CH:10][CH:11]=[C:12]4[C:13]5[CH:14]=[CH:15][CH:16]=[CH:17][C:18]=5[NH:19][C:20]4=3)[C:5]3[C:6]2=[CH:1][CH:2]=[CH:3][CH:4]=3)[CH:27]=[CH:26][CH:25]=[CH:24][CH:23]=1 |f:2.3.4|. Procedure: In a 1,000-ml three-necked flask that had been deaerated and filled with nitrogen were placed 26.0 g (101.4 millimoles) of indolo[2,3-a]carbazole, 122.7 g (601.4 millimoles) of iodobenzene, 54.7 g (287.2 millimoles) of copper iodide, 66.7 g (482.6 millimoles) of potassium carbonate, and 800 ml of quinoline and the mixture was stirred at 190° C. for 72 hours. The mixture was cooled to room temperature, 500 ml of water and 500 ml of dichloromethane were added, and the yellow crystals formed were f... Reactants: NC1=C(N)C=C(C(=C1)Cl)S(N)(=O)=O (2-amino-4-chloro-5-sulfamyl-aniline), C(=O)O (formic acid). Run at temperature 100 celsius. The product is ClC1=CC2=C(N=CN2)C=C1S(=O)(=O)N (5-Chloro-Benzimidazole-6-Sulfonamide). RXN SMILES: [NH2:1][C:2]1[CH:8]=[C:7]([Cl:9])[C:6]([S:10](=[O:13])(=[O:12])[NH2:11])=[CH:5][C:3]=1[NH2:4].[CH:14](O)=O>>[Cl:9][C:7]1[C:6]([S:10]([NH2:11])(=[O:12])=[O:13])=[CH:5][C:3]2[N:4]=[CH:14][NH:1][C:2]=2[CH:8]=1. Procedure details: In a round bottomed flask equipped with a condenser 24.0 g of 2-amino-4-chloro-5-sulfamyl-aniline and 7.0 g of formic acid is refluxed at 100° C. for two hours. Concentrate under vacuum. Dissolve in hot methanol, stir, cool and filter off the solid wt.=11.0 gm. m.p. 243.8° C. Starting materials: O=C([O-])[O-], COc1ccc(C(=O)NC2CC2)c(O)c1, [Cs+], [Cs+], O=[N+]([O-])c1cccc(S(=O)(=O)OCC2CO2)c1, CN(C)C=O. Product: COc1ccc(C(=O)NC2CC2)c(OCC2CO2)c1. RXN SMILES: [C:33](=[O:34])([O-:35])[O-:36].[CH:1]1([NH:4][C:5]([c:6]2[c:7]([OH:14])[cH:8][c:9]([O:12][CH3:13])[cH:10][cH:11]2)=[O:15])[CH2:2][CH2:3]1.[Cs+:37].[Cs+:38].[O:16]1[CH:17]([CH2:19][O:20][S:21]([c:22]2[cH:23][cH:24][cH:25][c:26]([N+:27]([O-:28])=[O:29])[cH:30]2)(=[O:31])=[O:32])[CH2:18]1.[O:39]=[CH:40][N:41]([CH3:42])[CH3:43]>>[CH:1]1([NH:4][C:5]([c:6]2[c:7]([O:14][CH2:19][CH:17]3[O:16][CH2:18]3)[cH:8][c:9]([O:12][CH3:13])[cH:10][cH:11]2)=[O:15])[CH2:2][CH2:3]1. Reactants: Cl (HCl), ClC1=CC=C(C(=O)NC2=CC=C(C=C2)S(=O)(=O)N2C(CN(C(C2)=O)CCCCCCCC)C(=O)OC)C=C1 (Methyl 1-[4-(4-chloro-benzoylamino)-benzenesulfonyl]-4-octyl-5-oxo-piperazine-2-carboxylate), O (water), [OH-].[Na+] (NaOH). Solvent: C1CCOC1 (THF). Conditions: temperature 0 celsius, time 2 hour. Product: ClC1=CC=C(C(=O)NC2=CC=C(C=C2)S(=O)(=O)N2C(CN(C(C2)=O)CCCCCCCC)C(=O)O)C=C1 (1-[4-(4-chloro-benzoylamino)-benzenesulfonyl]-4-octyl-5-oxo-piperazine-2-carboxylic acid). Yield: 27.5%. As a reaction SMILES: [Cl:1][C:2]1[CH:38]=[CH:37][C:5]([C:6]([NH:8][C:9]2[CH:14]=[CH:13][C:12]([S:15]([N:18]3[CH2:23][C:22](=[O:24])[N:21]([CH2:25][CH2:26][CH2:27][CH2:28][CH2:29][CH2:30][CH2:31][CH3:32])[CH2:20][CH:19]3[C:33]([O:35]C)=[O:34])(=[O:17])=[O:16])=[CH:11][CH:10]=2)=[O:7])=[CH:4][CH:3]=1.[OH-].[Na+].O.Cl>C1COCC1>[Cl:1][C:2]1[CH:3]=[CH:4][C:5]([C:6]([NH:8][C:9]2[CH:10]=[CH:11][C:12]([S:15]([N:18]3[CH2:23][C:22](=[O:24])[N:21]([CH2:25][CH2:26][CH2:27][CH2:28][CH2:29][CH2:30][CH2:31][CH3:32])[CH2:20][CH:19]3[C:33]([OH:35])=[O:34])(=[O:17])=[O:16])=[CH:13][CH:14]=2)=[O:7])=[CH:37][CH:38]=1 |f:1.2|. Procedure details: The compound of Example 59 (0.56 g, 0.99 mmol) was dissolved in 8 mL of THF, and 2 mL of 2N NaOH were added dropwise while maintaining the temperature at 0° C. After stirring at room temperature for 2 hours, 20 mL of distilled water were added and a 2N HCl solution was further added to control the pH to 1-2, and then the reactant was extracted with ethyl acetate. The supernatant was collected, and dried and concentrated under reduced pressure, and then recrystallized with ethyl acetate/hexane to... Starting materials: C1=CC(=CC(=C1)Cl)C(=O)OO (MCPBA), CC1OC2=C(CC1)C(=CC=C2NNC(=O)O)C (2-(3,4-dihydro-2,5-dimethyl-2H-1-benzopyran-8-yl)hydrazinecarboxylic acid). Run in C(Cl)Cl (methylene chloride), C(Cl)Cl (methylene chloride). Conditions: temperature 35 celsius. Yields the product COC(=O)N=NC1=CC=C(C=2CCC(OC21)C)C ((3,4-Dihydro-2,5-dimethyl-2H-1-benzopyran-8-yl)diazenecarboxylic acid methyl ester). Reaction SMILES: [CH:1]1C=C(Cl)C=C(C(OO)=O)C=1.[CH3:12][CH:13]1[CH2:18][CH2:17][C:16]2[C:19]([CH3:28])=[CH:20][CH:21]=[C:22]([NH:23][NH:24][C:25]([OH:27])=[O:26])[C:15]=2[O:14]1>C(Cl)Cl>[CH3:1][O:26][C:25]([N:24]=[N:23][C:22]1[C:15]2[O:14][CH:13]([CH3:12])[CH2:18][CH2:17][C:16]=2[C:19]([CH3:28])=[CH:20][CH:21]=1)=[O:27]. Reported procedure: A solution of 13.8 g of MCPBA in 100 ml of methylene chloride was added drop-by-drop over 10 minutes to a stirred solution of 16.1 g of 1G in 150 ml of methylene chloride at room temperature. The resulting mixture was stirred and refluxed (35° C.) for 30 minutes, then washed with 10% aqueous sodium carbonate solution. The resulting methylene chloride solution was dried (MgSO4), and the solvent was evaporated. The residue was purified by column chromatography over silica gel, using a 1:4:20 v:v:v...